This data is from the Open Reaction Database (ORD), a public repository of structured organic reaction records. The task is: describe an organic reaction: reactants, conditions, products, and yield The reactants are COC1=CC=2C3=C(NC2C=C1)CC(C3)C(=O)O (1,2,3,4-tetrahydro-7-methoxycyclopent[b]indole-2-carboxylic acid), C(C)O (ethanol), Cl (HCl). Product: C(C)OC(=O)C1CC2=C(NC=3C=CC(=CC23)OC)C1 (1,2,3,4-Tetrahydro-7-methoxycyclopent[b]indole-2-carboxylic acid ethyl ester). As a reaction SMILES: [CH3:1][O:2][C:3]1[CH:11]=[CH:10][C:9]2[NH:8][C:7]3[CH2:12][CH:13]([C:15]([OH:17])=[O:16])[CH2:14][C:6]=3[C:5]=2[CH:4]=1.Cl.[CH2:19](O)[CH3:20]>>[CH2:19]([O:16][C:15]([CH:13]1[CH2:12][C:7]2[NH:8][C:9]3[CH:10]=[CH:11][C:3]([O:2][CH3:1])=[CH:4][C:5]=3[C:6]=2[CH2:14]1)=[O:17])[CH3:20]. Procedure: To a suspension of 1,2,3,4-tetrahydro-7-methoxycyclopent[b]indole-2-carboxylic acid (10 g, 0.043 mole) in 100 ml of absolute ethanol, was added 3 ml of ethereal HCl solution, and the mixture was stirred at ambient temperature for twenty hours. The mixture was concentrated to a brown oil (10 g), which was eluted on a silica gel column with 1% ethyl acetate/dichloromethane via HPLC. The desired fractions were combined and concentrated to afford a brown oil, which solidified on cooling to give 8.0 ... Starting materials: COc1ccc2c(c1)nc(C=Cc1ccccc1)n2-c1ccccn1, CCOC(C)=O, Oc1cccc(C=CC2(C=Cc3ccccc3)Nc3cc(C(F)(F)F)ccc3N2c2ccccn2)c1, O=C(O)C(=O)O. The product is Oc1ccc2c(c1)nc(C=Cc1ccccc1)n2-c1ccccn1. Reaction SMILES: [CH3:1][O:2][c:3]1[cH:4][c:5]2[c:6]([n:7](-[c:18]3[n:19][cH:20][cH:21][cH:22][cH:23]3)[c:8]([CH:10]=[CH:11][c:12]3[cH:13][cH:14][cH:15][cH:16][cH:17]3)[n:9]2)[cH:24][cH:25]1.[CH3:68][CH2:69][O:70][C:71](=[O:72])[CH3:73].[OH:26][c:27]1[cH:28][c:29]([CH:33]=[CH:34][C:35]2([CH:36]=[CH:37][c:38]3[cH:39][cH:40][cH:41][cH:42][cH:43]3)[N:44]([c:45]3[cH:46][cH:47][cH:48][cH:49][n:50]3)[c:51]3[cH:52][cH:53][c:54]([C:55]([F:56])([F:57])[F:58])[cH:59][c:60]3[NH:61]2)[cH:30][cH:31][cH:32]1.[OH:62][C:63]([C:64](=[O:65])[OH:66])=[O:67]>>[OH:2][c:3]1[cH:4][c:5]2[c:6]([n:7](-[c:18]3[n:19][cH:20][cH:21][cH:22][cH:23]3)[c:8]([CH:10]=[CH:11][c:12]3[cH:13][cH:14][cH:15][cH:16][cH:17]3)[n:9]2)[cH:24][cH:25]1. Starting materials: CC=1N=C(N(C1)C(C)C)C=1N=C2C3=CC(=CC=C3OCCN2C1)C(C)O (1-{4-[4-methyl-1-(propan-2-yl)-1H-imidazol-2-yl]-9-oxa-3,6-diazatricyclo[8.4.0.02,6]tetradeca-1(14),2,4,10,12-pentaen-13-yl}ethan-1-ol), TEA, CS(=O)(=O)Cl (methanesulfonyl chloride). Run in C(Cl)Cl (DCM). Reaction conditions: temperature 0 celsius, time 2 hour. Product: CS(=O)(=O)OC(C)C1=CC=C2OCCN3C=C(N=C3C2=C1)C=1N(C=C(N1)C)C(C)C (1-{4-[4-methyl-1-(propan-2-yl)-1H-imidazol-2-yl]-9-oxa-3,6-diazatricyclo[8.4.0.02,6]tetradeca1(14),2,4,10,12-pentaen-13-yl}ethyl methanesulfonate). Yield: 99.5%. RXN SMILES: [CH3:1][C:2]1[N:3]=[C:4]([C:10]2[N:11]=[C:12]3[N:22]([CH:23]=2)[CH2:21][CH2:20][O:19][C:18]2[C:13]3=[CH:14][C:15]([CH:24]([OH:26])[CH3:25])=[CH:16][CH:17]=2)[N:5]([CH:7]([CH3:9])[CH3:8])[CH:6]=1.[CH3:27][S:28](Cl)(=[O:30])=[O:29]>C(Cl)Cl>[CH3:27][S:28]([O:26][CH:24]([C:15]1[CH:14]=[C:13]2[C:18]([O:19][CH2:20][CH2:21][N:22]3[C:12]2=[N:11][C:10]([C:4]2[N:5]([CH:7]([CH3:9])[CH3:8])[CH:6]=[C:2]([CH3:1])[N:3]=2)=[CH:23]3)=[CH:17][CH:16]=1)[CH3:25])(=[O:30])=[O:29]. Procedure details: To a solution of 1-{4-[4-methyl-1-(propan-2-yl)-1H-imidazol-2-yl]-9-oxa-3,6-diazatricyclo[8.4.0.02,6]tetradeca-1(14),2,4,10,12-pentaen-13-yl}ethan-1-ol (10 mg, 0.028 mmol) in DCM (2 mL) at 0° C. was added TEA (14 mg, 0.139 mmol) and methanesulfonyl chloride (6.0 mg, 0.053 mmol). The reaction mixture was further stirred at 0° C. for 2 h. TLC showed the reaction was completed. After being quenched with aqueous NaHCO3 (5 mL), the resultant mixture was extracted with DCM (3×5 mL), washed with brine ... Starting materials: Cc1ccc(N(CC(=O)O)S(=O)(=O)c2ccc(C(C)(C)C)cc2)cn1, CCNCc1cccc(C)n1. The product is CCN(Cc1cccc(C)n1)C(=O)CN(c1ccc(C)nc1)S(=O)(=O)c1ccc(C(C)(C)C)cc1. RXN SMILES: [C:1]([CH3:2])([CH3:3])([CH3:4])[c:5]1[cH:6][cH:7][c:8]([S:11](=[O:12])(=[O:13])[N:14]([c:15]2[cH:16][n:17][c:18]([CH3:21])[cH:19][cH:20]2)[CH2:22][C:23](=[O:24])[OH:25])[cH:9][cH:10]1.[CH2:26]([CH3:27])[NH:28][CH2:29][c:30]1[n:31][c:32]([CH3:36])[cH:33][cH:34][cH:35]1>>[C:1]([CH3:2])([CH3:3])([CH3:4])[c:5]1[cH:6][cH:7][c:8]([S:11](=[O:12])(=[O:13])[N:14]([c:15]2[cH:16][n:17][c:18]([CH3:21])[cH:19][cH:20]2)[CH2:22][C:23](=[O:24])[N:28]([CH2:26][CH3:27])[CH2:29][c:30]2[n:31][c:32]([CH3:36])[cH:33][cH:34][cH:35]2)[cH:9][cH:10]1.